This data is from the Open Reaction Database (ORD), a public repository of structured organic reaction records. The task is: describe an organic reaction: reactants, conditions, products, and yield Reactants: COC(=O)c1cccc(C=CC#N)c1, CS(C)=O, C[S+](C)(C)=O, [Cl-], [H-], [I-], [NH4+], [Na+]. The product is COC(=O)c1cccc(C=C(C)C#N)c1. RXN SMILES: [C:9](#[N:10])[CH:11]=[CH:12][c:13]1[cH:14][c:15]([C:16](=[O:17])[O:18][CH3:19])[cH:20][cH:21][cH:22]1.[CH3:25][S:26](=[O:27])[CH3:28].[CH3:2][S+:3]([CH3:4])([CH3:5])=[O:6].[Cl-:23].[H-:7].[I-:1].[NH4+:24].[Na+:8]>>[CH3:2][C:11]([C:9]#[N:10])=[CH:12][c:13]1[cH:14][c:15]([C:16](=[O:17])[O:18][CH3:19])[cH:20][cH:21][cH:22]1. Reactants: BrC1=NC=2N(C(N(C(C2N1CC1=CC(=C(C=C1)OC)Br)=O)CC)=O)CCOC(C)=O (8-bromo-1-ethyl-3-[2-(acetyloxy)ethyl]-3,7-dihydro-7-[(3-bromo-4-methoxyphenyl)methyl]-1H-Purine-2,6-dione), [OH-].C(CCC)[N+](CCCC)(CCCC)CCCC (tetrabutylammonium hydroxide), solution, C([O-])(O)=O.[Na+] (sodium bicarbonate), Compound 9A, Cl.N[C@H]1[C@@H](CCC1)O ((R,R)-2-amino-1-cyclopentanol hydrochloride), Cl.N[C@H]1[C@@H](CCC1)O ((R,R)-2-amino-1-cyclopentanol hydrochloride). The solvent is O (water), CN(C(C)=O)C (N,N-dimethylacetamide), CO (methanol). Conditions: temperature 137.5 celsius, time 16 hour. The product is CCN1C(=O)C2=C(N=C(N2CC3=CC(=C(C=C3)OC)Br)NC4CCCC4O)N(C1=O)CCO (1-ethyl-3,7-dihydro-8-[(1R,2R)-(hydroxycyclopentyl)amino]-3-(2-hydroxyethyl)-7-[(3-bromo-4-methoxyphenyl)methyl]-1H-purine-2,6-dione). Isolated yield 85.0%. RXN SMILES: Br[C:2]1[N:10]([CH2:11][C:12]2[CH:17]=[CH:16][C:15]([O:18][CH3:19])=[C:14]([Br:20])[CH:13]=2)[C:9]2[C:8](=[O:21])[N:7]([CH2:22][CH3:23])[C:6](=[O:24])[N:5]([CH2:25][CH2:26][O:27]C(=O)C)[C:4]=2[N:3]=1.Cl.[NH2:32][C@@H:33]1[CH2:37][CH2:36][CH2:35][C@H:34]1[OH:38].C(=O)(O)[O-].[Na+].[OH-].C([N+](CCCC)(CCCC)CCCC)CCC>O.CO.CN(C)C(=O)C>[CH3:23][CH2:22][N:7]1[C:6](=[O:24])[N:5]([CH2:25][CH2:26][OH:27])[C:4]2[N:3]=[C:2]([NH:32][CH:33]3[CH:34]([OH:38])[CH2:35][CH2:36][CH2:37]3)[N:10]([CH2:11][C:12]3[CH:17]=[CH:16][C:15]([O:18][CH3:19])=[C:14]([Br:20])[CH:13]=3)[C:9]=2[C:8]1=[O:21] |f:1.2,3.4,5.6|. Procedure: Compound 7A (about 1 mole) was combined with (R,R)-2-amino-1-cyclopentanol hydrochloride (Compound 8A, about 1.2 moles) and sodium bicarbonate (about 3 moles). To this reaction mixture was added N,N-dimethylacetamide (“DMA”), and the reaction mixture was agitated at about 135-140° C. for about 15-17 hours until complete consumption of the starting material was indicated. Compound 9A is an intermediate that is formed, but not isolated, from the reaction mixture. The reaction mixture was then cool... The reactants are [N+](=O)([O-])C=1C=C(C(=O)Cl)C=CC1 (3-nitrobenzoyl chloride), C([O-])(O)=O.[Na+] (sodium bicarbonate), NCC=1C=NC=CC1 (3-aminomethylpyridine), ice. Solvent: C(C)OCC (diethyl ether). Run at time 30 minute. Product: [N+](=O)([O-])C=1C=C(C(=O)NCC=2C=NC=CC2)C=CC1 (3-nitro-N-(3-pyridylmethyl)benzamide). Isolated yield 46.0%. As a reaction SMILES: [N+:1]([C:4]1[CH:5]=[C:6]([CH:10]=[CH:11][CH:12]=1)[C:7](Cl)=[O:8])([O-:3])=[O:2].C(=O)(O)[O-].[Na+].[NH2:18][CH2:19][C:20]1[CH:21]=[N:22][CH:23]=[CH:24][CH:25]=1>C(OCC)C>[N+:1]([C:4]1[CH:5]=[C:6]([CH:10]=[CH:11][CH:12]=1)[C:7]([NH:18][CH2:19][C:20]1[CH:21]=[N:22][CH:23]=[CH:24][CH:25]=1)=[O:8])([O-:3])=[O:2] |f:1.2|. Procedure details: To a stirred two-phase solution of 3-nitrobenzoyl chloride (9.3 g) in a mixture of diethyl ether (50 ml) and saturated sodium bicarbonate solution (50 ml) was added 3-aminomethylpyridine (5.4 g) in an ice-cooled bath. The mixture was stirred vigorously at ambient temperature for 30 minutes. The reaction mixture was filtered, and the resulting solid was washed with water. The solid was further solidified with diisopropyl alcohol-water to afford 3-nitro-N-(3-pyridylmethyl)benzamide (5.91 g) as a p... Reaction SMILES: [Cl:1][C:2]1[CH:3]=[CH:4][C:5]([C:39]#[N:40])=[C:6]([C:8]2[CH:13]=[CH:12][N:11]([CH:14]([CH3:37])[C:15]([NH:17][C:18]3[CH:23]=[CH:22][C:21]([C:24]4[N:28](C(OC(C)(C)C)=O)[NH:27][C:26](=[O:36])[CH:25]=4)=[CH:20][CH:19]=3)=[O:16])[C:10](=[O:38])[CH:9]=2)[CH:7]=1.C(O)(C(F)(F)F)=O>>[Cl:1][C:2]1[CH:3]=[CH:4][C:5]([C:39]#[N:40])=[C:6]([C:8]2[CH:13]=[CH:12][N:11]([CH:14]([CH3:37])[C:15]([NH:17][C:18]3[CH:23]=[CH:22][C:21]([C:24]4[NH:28][NH:27][C:26](=[O:36])[CH:25]=4)=[CH:20][CH:19]=3)=[O:16])[C:10](=[O:38])[CH:9]=2)[CH:7]=1. Product: ClC=1C=CC(=C(C1)C1=CC(N(C=C1)C(C(=O)NC1=CC=C(C=C1)C=1NNC(C1)=O)C)=O)C#N (2-[4-(5-Chloro-2-cyanophenyl)-2-oxopyridin-1(2H)-yl]-N-[4-(5-oxo-2,5-dihydro-1H-pyrazol-3-yl)phenyl]propanamide). Starting materials: ClC=1C=CC(=C(C1)C1=CC(N(C=C1)C(C(=O)NC1=CC=C(C=C1)C1=CC(NN1C(=O)OC(C)(C)C)=O)C)=O)C#N (tert-Butyl 5-[4-({2-[4-(5-chloro-2-cyanophenyl)-2-oxopyridin-1(2H)-yl]propanoyl}amino)phenyl]-3-oxo-2,3-dihydro-1H-pyrazole-1-carboxylate), C(=O)(C(F)(F)F)O (TFA). Reported procedure: 110 mg (0.20 mmol) of tert-butyl 5-[4-({2-[4-(5-chloro-2-cyanophenyl)-2-oxopyridin-1(2H)-yl]propanoyl}amino)phenyl]-3-oxo-2,3-dihydro-1H-pyrazole-1-carboxylate (racemate) (Example 2.3A) were hydrolysed with TFA according to General Method 2. Yield: 24 mg (27% of theory) Starting materials: polyphosphoric acid, CO (methanol), CC1=CC=C(NC2=C(C(=O)O)C=C(C(=C2)C(=O)O)NC2=CC=C(C=C2)C)C=C1 (2,5-di(4-methylanilino)terephthalic acid), P(O)(O)(O)=O (phosphoric acid). Reagents/catalysts: C(C)N(S(=O)(=O)C1=CC=C(NC2=C(C(=O)O)C=C(C(=C2)C(=O)O)NC2=CC=C(C=C2)S(N(CC)CC)(=O)=O)C=C1)CC (2,5-di[4-(N,N-diethylsulfamoyl)anilino]terephthalic acid), S(N)(=O)(=O)N(C1=CC=CC=C1)C1=C(C(=O)O)C=C(C(=C1)C(=O)O)N(C1=CC=CC=C1)S(N)(=O)=O (2,5-di(sulfamoylanilino)terephthalic acid). The solvent is O (water). Run at temperature 94 celsius, time 5 minute. Yields the product CC1=CC2=C(C=C1)NC3=CC4=C(C=C3C2=O)NC5=C(C4=O)C=C(C=C5)C (2,9-dimethylquinacridone). Isolated yield 104.1%. RXN SMILES: [CH3:1][C:2]1[CH:28]=[CH:27][C:5]([NH:6][C:7]2[CH:15]=[C:14]([C:16]([OH:18])=O)[C:13]([NH:19][C:20]3[CH:25]=[CH:24][C:23]([CH3:26])=[CH:22][CH:21]=3)=[CH:12][C:8]=2[C:9](O)=[O:10])=[CH:4][CH:3]=1.P(=O)(O)(O)O.CO>O.S(N(C1C=C(C(O)=O)C(N(S(=O)(=O)N)C2C=CC=CC=2)=CC=1C(O)=O)C1C=CC=CC=1)(=O)(=O)N.C(N(CC)S(C1C=CC(NC2C=C(C(O)=O)C(NC3C=CC(S(=O)(=O)N(CC)CC)=CC=3)=CC=2C(O)=O)=CC=1)(=O)=O)C>[CH3:1][C:2]1[CH:28]=[CH:27][C:5]2[NH:6][C:7]3[C:8]([C:9](=[O:10])[C:4]=2[CH:3]=1)=[CH:12][C:13]1[NH:19][C:20]2[CH:25]=[CH:24][C:23]([CH3:26])=[CH:22][C:21]=2[C:16](=[O:18])[C:14]=1[CH:15]=3. Procedure: To 600 g of polyphosphoric acid (117.2%) heated at 89° C. were added 1.2 g of 2,5-di(sulfamoylanilino)terephthalic acid followed by 12.0 g of 2,5-di[4-(N,N-diethylsulfamoyl)anilino]terephthalic acid. The mixture was stirred for five minutes, after which 120 g of 2,5-di(4-methylanilino)terephthalic acid were added over a period of approximately 45 minutes, the temperature being maintained below 105° C. by adjustment of the addition rate. The reaction mixture was held at 105° C. for five hours and... Starting materials: CC1=C(C(=O)[O-])C=CC=C1C=1C=C(C=2N(N1)C=CN2)NC2=NC(=CC=C2)N2[C@H](CCC2)C ((S)-2-methyl-3-(8-(6-(2-methylpyrrolidin-1-yl)pyridin-2-ylamino)imidazo[1,2-b]pyridazin-6-yl)benzoate), [OH-].[Na+] (NaOH). Run in O1CCOCC1 (dioxane), O (water). Run at temperature 40 celsius, time 4 hour. Yields the product CC1=C(C(=O)O)C=CC=C1C=1C=C(C=2N(N1)C=CN2)NC2=NC(=CC=C2)N2[C@H](CCC2)C ((S)-2-methyl-3-(8-(6-(2-methylpyrrolidin-1-yl)pyridin-2-ylamino)imidazo[1,2-b]pyridazin-6-yl)benzoic acid). Yield: 59.8%. As a reaction SMILES: [CH3:1][C:2]1[C:10]([C:11]2[CH:12]=[C:13]([NH:20][C:21]3[CH:26]=[CH:25][CH:24]=[C:23]([N:27]4[CH2:31][CH2:30][CH2:29][C@@H:28]4[CH3:32])[N:22]=3)[C:14]3[N:15]([CH:17]=[CH:18][N:19]=3)[N:16]=2)=[CH:9][CH:8]=[CH:7][C:3]=1[C:4]([O-:6])=[O:5].[OH-].[Na+]>O1CCOCC1.O>[CH3:1][C:2]1[C:10]([C:11]2[CH:12]=[C:13]([NH:20][C:21]3[CH:26]=[CH:25][CH:24]=[C:23]([N:27]4[CH2:31][CH2:30][CH2:29][C@@H:28]4[CH3:32])[N:22]=3)[C:14]3[N:15]([CH:17]=[CH:18][N:19]=3)[N:16]=2)=[CH:9][CH:8]=[CH:7][C:3]=1[C:4]([OH:6])=[O:5] |f:1.2|. Procedure details: To a solution of (S)-2-methyl-3-(8-(6-(2-methylpyrrolidin-1-yl)pyridin-2-ylamino)imidazo[1,2-b]pyridazin-6-yl)benzoate (72 mg, 0.16 mmol) in dioxane (5 mL) and water (4 mL) was added NaOH (64 mg, 1.6 mmol), then the mixture was heated to 40° C. with stirring for 4 h. The solution was concentrated in vacuo, water (10 mL) was added and the solution was washed with dichloromethane (10 mL×3). The aqueous layer was adjusted to pH=4 by the addition of concentrated HCl. The solid formed was collected b... Starting materials: O=C([O-])[O-], CN(C)C=O, [Cl-], CC#CCOc1cc(Cl)ncn1, Oc1ccc(F)c(C(F)(F)F)c1, [K+], [K+], [NH4+]. The product is CC#CCOc1cc(Oc2ccc(F)c(C(F)(F)F)c2)ncn1. Reaction SMILES: [C:13](=[O:14])([O-:15])[O-:16].[CH3:33][N:34]([CH3:35])[CH:36]=[O:37].[Cl-:31].[Cl:1][c:2]1[n:3][cH:4][n:5][c:6]([O:8][CH2:9][C:10]#[C:11][CH3:12])[cH:7]1.[F:19][c:20]1[c:21]([C:27]([F:28])([F:29])[F:30])[cH:22][c:23]([OH:26])[cH:24][cH:25]1.[K+:17].[K+:18].[NH4+:32]>>[c:2]1([O:26][c:23]2[cH:22][c:21]([C:27]([F:28])([F:29])[F:30])[c:20]([F:19])[cH:25][cH:24]2)[n:3][cH:4][n:5][c:6]([O:8][CH2:9][C:10]#[C:11][CH3:12])[cH:7]1. Reactants: CCCc1ccc(S(=O)(=O)Cl)cc1, CCOC(=O)Cc1csc(N)n1. Product: CCCc1ccc(S(=O)(=O)Nc2nc(CC(=O)OCC)cs2)cc1. RXN SMILES: [CH2:13]([CH2:14][CH3:15])[c:16]1[cH:17][cH:18][c:19]([S:22](=[O:23])(=[O:24])[Cl:25])[cH:20][cH:21]1.[NH2:1][c:2]1[s:3][cH:4][c:5]([CH2:7][C:8](=[O:9])[O:10][CH2:11][CH3:12])[n:6]1>>[NH:1]([c:2]1[s:3][cH:4][c:5]([CH2:7][C:8](=[O:9])[O:10][CH2:11][CH3:12])[n:6]1)[S:22]([c:19]1[cH:18][cH:17][c:16]([CH2:13][CH2:14][CH3:15])[cH:21][cH:20]1)(=[O:23])=[O:24].